Dataset: the Open Reaction Database (ORD), a public repository of structured organic reaction records. Task: describe an organic reaction: reactants, conditions, products, and yield The reactants are C(C1=CC=CC=C1)[Mg]Cl (benzylmagnesium chloride), solution, O=C1CCN(CC1)C1=CC=C(C#N)C=C1 (4-(4-oxo-1-piperidinyl)benzonitrile). Run in C1CCOC1 (THF). Product: C(C1=CC=CC=C1)C1(CCN(CC1)C1=CC=C(C#N)C=C1)O (4-(4-benzyl-4-hydroxy-1-piperidinyl)benzonitrile). The yield is 20.0%. RXN SMILES: [CH2:1]([Mg]Cl)[C:2]1[CH:7]=[CH:6][CH:5]=[CH:4][CH:3]=1.[O:10]=[C:11]1[CH2:16][CH2:15][N:14]([C:17]2[CH:24]=[CH:23][C:20]([C:21]#[N:22])=[CH:19][CH:18]=2)[CH2:13][CH2:12]1>C1COCC1>[CH2:1]([C:11]1([OH:10])[CH2:12][CH2:13][N:14]([C:17]2[CH:24]=[CH:23][C:20]([C:21]#[N:22])=[CH:19][CH:18]=2)[CH2:15][CH2:16]1)[C:2]1[CH:7]=[CH:6][CH:5]=[CH:4][CH:3]=1. Procedure details: A solution of benzylmagnesium chloride (1.90 mL of a 2M solution in THF, 3.80 mmol) at −78° C. was treated with 4-(4-oxo-1-piperidinyl)benzonitrile (prepared according to the procedure described in Synthesis 1981, 606-608, 0.30 g, 1.51 mmol), and was allowed to warm to room temperature overnight. The reaction mixture was partitioned between ethyl acetate and saturated aqueous NH4Cl and the aqueous layer was extracted with ethyl acetate (2×). The combined organic layers were dried (MgSO4), filter... Reactants: C(C)(C)(C)OC(=O)N1CCC(CC1)=C(C=1OC(=NN1)C1CN(C1)C(=O)OCC1C2=CC=CC=C2C=2C=CC=CC12)C1=CC=CC=C1 (4-[1-phenyl-1-(5-(N-(9-fluorenylmethoxycarbonyl)azetidin-3-yl)-1,3,4-oxadiazol-2-yl)methylene]piperidine-1-carboxylic acid tert-butyl ester), C(CCCCCC)S (heptanethiol). Reagents/catalysts: C1CCC2=NCCCN2CC1 (DBU). Solvent: C1CCOC1 (THF). Reaction conditions: time 18 hour. Product: C(C)(C)(C)OC(=O)N1CCC(CC1)=C(C=1OC(=NN1)C1CNC1)C1=CC=CC=C1 (4-[1-Phenyl-1-(5-(azetidin-3-yl)-1,3,4-oxadiazol-2-yl)methylene]piperidine-1-carboxylic Acid Tert-Butyl Ester). Isolated yield 74.7%. As a reaction SMILES: [C:1]([O:5][C:6]([N:8]1[CH2:13][CH2:12][C:11](=[C:14]([C:41]2[CH:46]=[CH:45][CH:44]=[CH:43][CH:42]=2)[C:15]2[O:16][C:17]([CH:20]3[CH2:23][N:22](C(OCC4C5C=CC=CC=5C5C4=CC=CC=5)=O)[CH2:21]3)=[N:18][N:19]=2)[CH2:10][CH2:9]1)=[O:7])([CH3:4])([CH3:3])[CH3:2].C(S)CCCCCC>C1COCC1.C1CCN2C(=NCCC2)CC1>[C:1]([O:5][C:6]([N:8]1[CH2:9][CH2:10][C:11](=[C:14]([C:41]2[CH:46]=[CH:45][CH:44]=[CH:43][CH:42]=2)[C:15]2[O:16][C:17]([CH:20]3[CH2:21][NH:22][CH2:23]3)=[N:18][N:19]=2)[CH2:12][CH2:13]1)=[O:7])([CH3:4])([CH3:2])[CH3:3]. Procedure details: To a solution of 4-[1-phenyl-1-(5-(N-(9-fluorenylmethoxycarbonyl)azetidin-3-yl)-1,3,4-oxadiazol-2-yl)methylene]piperidine-1-carboxylic acid tert-butyl ester (0.161 g, 0.260 mmol) and heptanethiol (0.398 mL, 2.60 mmol) in THF (2.6 mL) at rt was added DBU (2 drops). The mixture was allowed to stir for 18 h and then the solvent was removed in vacuo. The residue was dissolved in MeOH and purified by preparative HPLC(NH4OAc) to afford the title compound (0.077 g, 74%) as a colorless solid: Reactants: Cc1ccccc1, COc1ccc(CNc2cnc(-c3ccccc3)c(-c3ccc(=O)n(C(C)C)n3)n2)cc1, Cl. Product: CC(C)n1nc(-c2nc(N)cnc2-c2ccccc2)ccc1=O. As a reaction SMILES: [CH3:34][c:35]1[cH:36][cH:37][cH:38][cH:39][cH:40]1.[CH:1]([CH3:2])([CH3:3])[n:4]1[n:5][c:6](-[c:11]2[n:12][c:13]([NH:23][CH2:24][c:25]3[cH:26][cH:27][c:28]([O:29][CH3:30])[cH:31][cH:32]3)[cH:14][n:15][c:16]2-[c:17]2[cH:18][cH:19][cH:20][cH:21][cH:22]2)[cH:7][cH:8][c:9]1=[O:10].[ClH:33]>>[CH:1]([CH3:2])([CH3:3])[n:4]1[n:5][c:6](-[c:11]2[n:12][c:13]([NH2:23])[cH:14][n:15][c:16]2-[c:17]2[cH:18][cH:19][cH:20][cH:21][cH:22]2)[cH:7][cH:8][c:9]1=[O:10]. Starting materials: CCOC(=O)CN1CC(c2ccc(Cl)cc2)CC1=O, CO, [K+], [OH-]. The product is O=C(O)CN1CC(c2ccc(Cl)cc2)CC1=O. RXN SMILES: [CH2:1]([CH3:2])[O:3][C:4]([CH2:5][N:6]1[C:7](=[O:18])[CH2:8][CH:9]([c:11]2[cH:12][cH:13][c:14]([Cl:17])[cH:15][cH:16]2)[CH2:10]1)=[O:19].[CH3:22][OH:23].[K+:21].[OH-:20]>>[O:3]=[C:4]([CH2:5][N:6]1[C:7](=[O:18])[CH2:8][CH:9]([c:11]2[cH:12][cH:13][c:14]([Cl:17])[cH:15][cH:16]2)[CH2:10]1)[OH:19]. Reactants: ClC(=O)OCC(C)C (Isobutyl chloroformate), ice, O([Si](C)(C)C(C)(C)C)CC#CC(=O)O (4-t-butyldimethylsiloxy-2-butynoic acid), CN1CCOCC1 (N-methylmorpholine), N#N (N2), NC=1C=C2C(=C(C=NC2=CC1)C#N)NC1=CC(=CC=C1)Br (6-amino-4-[(3-bromophenyl)amino]-3-quinolinecarbonitrile). The solvent is O1CCCC1 (tetrahydrofuran), N1=CC=CC=C1 (pyridine). Reaction conditions: time 30 minute. Yields the product BrC=1C=C(C=CC1)NC1=C(C=NC2=CC=C(C=C12)NC(C#CCO[Si](C)(C)C(C)(C)C)=O)C#N (N-[4-[(3-Bromophenyl)amino]-3-cyano-6-quinolinyl]-4-t-butyldimethylsiloxy-2-butynamide). Isolated yield 34.8%. Reaction SMILES: ClC(OCC(C)C)=O.[O:9]([CH2:17][C:18]#[C:19][C:20]([OH:22])=O)[Si:10]([C:13]([CH3:16])([CH3:15])[CH3:14])([CH3:12])[CH3:11].CN1CCOCC1.N#N.[NH2:32][C:33]1[CH:34]=[C:35]2[C:40](=[CH:41][CH:42]=1)[N:39]=[CH:38][C:37]([C:43]#[N:44])=[C:36]2[NH:45][C:46]1[CH:51]=[CH:50][CH:49]=[C:48]([Br:52])[CH:47]=1>O1CCCC1.N1C=CC=CC=1>[Br:52][C:48]1[CH:47]=[C:46]([NH:45][C:36]2[C:35]3[C:40](=[CH:41][CH:42]=[C:33]([NH:32][C:20](=[O:22])[C:19]#[C:18][CH2:17][O:9][Si:10]([C:13]([CH3:14])([CH3:15])[CH3:16])([CH3:11])[CH3:12])[CH:34]=3)[N:39]=[CH:38][C:37]=2[C:43]#[N:44])[CH:51]=[CH:50][CH:49]=1. Procedure details: Isobutyl chloroformate (0.214 g, 1.57 mmol) was dropwise added into an ice cold solution of 4-t-butyldimethylsiloxy-2-butynoic acid (0.336 g, 1.57 mmol) and N-methylmorpholine (0.19 g, 1.88 mmol) in 15 mL of tetrahydrofuan under N2. After stirring for 30 min, the reaction mixture was added dropwise into a solution of 0.4 g (1.18 mmol) of 6-amino-4-[(3-bromophenyl)amino]-3-quinolinecarbonitrile in 3 mL of tetrahydrofuran and 1.5 mL of pyridine and stirred at 0° C. for 1 hr. The reaction was quenc...